The task is: describe an organic reaction: reactants, conditions, products, and yield. This data is from the Open Reaction Database (ORD), a public repository of structured organic reaction records. Reaction SMILES: [NH2:1][C:2]1[CH:7]=[CH:6][C:5]([CH:8]2[O:13][CH2:12][CH2:11][N:10]([C:14]([O:16][C:17]([CH3:20])([CH3:19])[CH3:18])=[O:15])[CH2:9]2)=[CH:4][C:3]=1[Cl:21].ClC(Cl)(O[C:26](=[O:32])OC(Cl)(Cl)Cl)Cl.C(=O)([O-])[O-].[Na+].[Na+].[NH2:40][C:41]1[CH:42]=[C:43]([CH:46]=[CH:47][CH:48]=1)[C:44]#[N:45]>ClCCl.O>[Cl:21][C:3]1[CH:4]=[C:5]([CH:8]2[O:13][CH2:12][CH2:11][N:10]([C:14]([O:16][C:17]([CH3:18])([CH3:20])[CH3:19])=[O:15])[CH2:9]2)[CH:6]=[CH:7][C:2]=1[NH:1][C:26]([NH:40][C:41]1[CH:48]=[CH:47][CH:46]=[C:43]([C:44]#[N:45])[CH:42]=1)=[O:32] |f:2.3.4|. Yield: 296.1%. Conditions: time 2.5 hour. Run in ClCCl (dichloromethane), ClCCl (dichloromethane), O (water). Yields the product ClC=1C=C(C=CC1NC(=O)NC1=CC(=CC=C1)C#N)C1CN(CCO1)C(=O)OC(C)(C)C (tert-butyl (RS)-2-(3-chloro-4-(3-(3-cyanophenyl)ureido)phenyl)morpholine-4-carboxylate). Starting materials: NC1=C(C=C(C=C1)C1CN(CCO1)C(=O)OC(C)(C)C)Cl (tert-butyl (RS)-2-(4-amino-3-chlorophenyl)morpholine-4-carboxylate), ClC(Cl)(OC(OC(Cl)(Cl)Cl)=O)Cl (triphosgene), NC=1C=C(C#N)C=CC1 (3-Aminobenzonitrile), C([O-])([O-])=O.[Na+].[Na+] (sodium carbonate). Reported procedure: To a stirred solution of tert-butyl (RS)-2-(4-amino-3-chlorophenyl)morpholine-4-carboxylate (70 mg) in dichloromethane (2 ml) was added triphosgene (25 mg). A solution of sodium carbonate (47 mg) in water (2 ml) was then added. The reaction mixture was stirred at room temperature for 2.5 hours. TLC showed all the starting material had reacted. 3-Aminobenzonitrile (53 mg, CAS 2237-30-1) was then added and the reaction mixture was stirred at room temperature for a further 2 hours. TLC showed the r... The reactants are ClC(=O)C1=CC=C(C=CC#N)C=C1 (4-chloroformylcinnamonitrile), C(C1=CC=CC=C1)N(C)C (N-benzyldimethylamine), CC=1C=CC(=CC1)C (p-xylene), CC=1C=CC(=CC1)C (p-xylene), C=C (Ethylene). Reagents/catalysts: C(C)(=O)[O-].[Pd+2].C(C)(=O)[O-] (palladium acetate). Run at temperature 130 celsius, time 23 hour. Yields the product C(#N)C=CC1=CC=C(C=C1)C=CC1=CC=C(C=C1)C=CC#N (4,4'-bis-(2-cyanovinyl)-stilbene). Yield: 15.0%. RXN SMILES: Cl[C:2]([C:4]1[CH:13]=[CH:12][C:7]([CH:8]=[CH:9][C:10]#[N:11])=[CH:6][CH:5]=1)=O.[CH2:14]([N:21](C)C)[C:15]1C=CC=CC=1.C=C.[CH3:26][C:27]1[CH:28]=[CH:29][C:30]([CH3:33])=[CH:31][CH:32]=1>C([O-])(=O)C.[Pd+2].C([O-])(=O)C>[C:10]([CH:9]=[CH:8][C:7]1[CH:12]=[CH:13][C:4]([CH:2]=[CH:26][C:27]2[CH:32]=[CH:31][C:30]([CH:33]=[CH:15][C:14]#[N:21])=[CH:29][CH:28]=2)=[CH:5][CH:6]=1)#[N:11] |f:4.5.6|. Procedure: 3.83 g (20 mmols) of 4-chloroformylcinnamonitrile, 2.70 g (20 mmols) of N-benzyldimethylamine and 0.0448 g (0.2 mmol) of palladium acetate are added under argon to 40 ml of p-xylene. Ethylene is passed through the mixture, which is stirred for 23 hours at 130° C. The reaction mixture is then diluted at 130° C. with 40 ml of p-xylene and is filtered. 10 ml of n-hexane are added to the filtrate. Cooling to room temperature gives 0.39 g (15% of theory) of 4,4'-bis-(2-cyanovinyl)-stilbene, melting p...